Dataset: the Open Reaction Database (ORD), a public repository of structured organic reaction records. Task: describe an organic reaction: reactants, conditions, products, and yield Starting materials: ClCCl, COCC(C)Oc1cc(Oc2cnc(S(C)(=O)=O)cn2)cc(-c2ccc(C(=O)O)[nH]2)c1, CN(C)c1ccncc1, CCOC(C)=O, NCC(O)CO. The product is COCC(C)Oc1cc(Oc2cnc(S(C)(=O)=O)cn2)cc(-c2ccc(C(=O)NCC(O)CO)[nH]2)c1. Reaction SMILES: [CH2:38]([Cl:39])[Cl:40].[CH3:1][O:2][CH2:3][CH:4]([O:5][c:6]1[cH:7][c:8](-[c:23]2[cH:24][cH:25][c:26]([C:28](=[O:29])[OH:30])[nH:27]2)[cH:9][c:10]([O:12][c:13]2[n:14][cH:15][c:16]([S:19](=[O:20])(=[O:21])[CH3:22])[n:17][cH:18]2)[cH:11]1)[CH3:31].[CH3:41][N:42]([CH3:43])[c:44]1[cH:45][cH:46][n:47][cH:48][cH:49]1.[CH3:50][CH2:51][O:52][C:53](=[O:54])[CH3:55].[NH2:32][CH2:33][CH:34]([CH2:35][OH:36])[OH:37]>>[CH3:1][O:2][CH2:3][CH:4]([O:5][c:6]1[cH:7][c:8](-[c:23]2[cH:24][cH:25][c:26]([C:28](=[O:29])[NH:32][CH2:33][CH:34]([CH2:35][OH:36])[OH:37])[nH:27]2)[cH:9][c:10]([O:12][c:13]2[n:14][cH:15][c:16]([S:19](=[O:20])(=[O:21])[CH3:22])[n:17][cH:18]2)[cH:11]1)[CH3:31]. Reactants: C1(=CC=CC=C1)C1=NN2C(C=C(C=C2N)C2=CC=NC=C2)=N1 (2-phenyl-7-pyridin-4-yl-[1,2,4]triazolo[1,5-a]pyridin-5-ylamine), C(C)(=O)Cl (acetylchloride). The product is C1(=CC=CC=C1)C1=NN2C(C=C(C=C2NC(C)=O)C2=CC=NC=C2)=N1 (N-(2-Phenyl-7-pyridin-4-yl-[1,2,4]triazolo[1,5-a]pyridin-5-yl)-acetamide). Reaction SMILES: [C:1]1([C:7]2[N:22]=[C:10]3[CH:11]=[C:12]([C:16]4[CH:21]=[CH:20][N:19]=[CH:18][CH:17]=4)[CH:13]=[C:14]([NH2:15])[N:9]3[N:8]=2)[CH:6]=[CH:5][CH:4]=[CH:3][CH:2]=1.[C:23](Cl)(=[O:25])[CH3:24]>>[C:1]1([C:7]2[N:22]=[C:10]3[CH:11]=[C:12]([C:16]4[CH:21]=[CH:20][N:19]=[CH:18][CH:17]=4)[CH:13]=[C:14]([NH:15][C:23](=[O:25])[CH3:24])[N:9]3[N:8]=2)[CH:2]=[CH:3][CH:4]=[CH:5][CH:6]=1. Procedure: The title compound, MS m/e (%): 330 (M+H+, 100), was prepared in accordance with the general method of example 31 from 2-phenyl-7-pyridin-4-yl-[1,2,4]triazolo[1,5-a]pyridin-5-ylamine and acetylchloride. Reactants: FC=1C=C(C=CC1N1C=NC(=C1)C(=O)NC1=NC(=CC=C1)N)N1C(O[C@H](C1)CNC(C)=O)=O (N-[(5S)-3-(3-Fluoro-4-(4-(6-aminopyridin-2-ylaminocarbonyl)imidazol-1-yl)phenyl)-2-oxooxazolidin-5-ylmethyl]acetamide), C(C)(=O)OC(C)=O (acetic anhydride). The solvent is N1=CC=CC=C1 (pyridine). Reaction conditions: time 60 hour. Yields the product FC=1C=C(C=CC1N1C=NC(=C1)C(=O)NC1=NC(=CC=C1)NC(C)=O)N1C(O[C@H](C1)CNC(C)=O)=O (N-[(5S)-3-(3-Fluoro-4-(4-(6-acetamidopyridin-2-ylaminocarbonyl)imidazol-1-yl)phenyl)-2-oxooxazolidin-5-ylmethyl]acetamide). As a reaction SMILES: [F:1][C:2]1[CH:3]=[C:4]([N:23]2[CH2:27][C@H:26]([CH2:28][NH:29][C:30](=[O:32])[CH3:31])[O:25][C:24]2=[O:33])[CH:5]=[CH:6][C:7]=1[N:8]1[CH:12]=[C:11]([C:13]([NH:15][C:16]2[CH:21]=[CH:20][CH:19]=[C:18]([NH2:22])[N:17]=2)=[O:14])[N:10]=[CH:9]1.[C:34](OC(=O)C)(=[O:36])[CH3:35]>N1C=CC=CC=1>[F:1][C:2]1[CH:3]=[C:4]([N:23]2[CH2:27][C@H:26]([CH2:28][NH:29][C:30](=[O:32])[CH3:31])[O:25][C:24]2=[O:33])[CH:5]=[CH:6][C:7]=1[N:8]1[CH:12]=[C:11]([C:13]([NH:15][C:16]2[CH:21]=[CH:20][CH:19]=[C:18]([NH:22][C:34](=[O:36])[CH3:35])[N:17]=2)=[O:14])[N:10]=[CH:9]1. Procedure: N-[(5S)-3-(3-Fluoro-4-(4-(6-aminopyridin-2-ylaminocarbonyl)imidazol-1-yl)phenyl)-2-oxooxazolidin-5-ylmethyl]acetamide (70 mg, 0.15 mM) was dissolved in pyridine (3 ml) and treated with acetic anhydride (0.5 ml). After standing 60 hours at ambient temperature, solvent was evaporated, and the residue triturated with water (10 ml). Filtration gave the title product (47 mg). Starting materials: C1OC=2C=C(C=CC2O1)O (3,4-Methylenedioxyphenol), N1CCCCC1 (piperidine), FC=1C=C(C=O)C=C(C1F)F (3,4,5-trifluorobenzaldehyde), C(#N)CC(=O)OCC (ethyl cyanoacetate). The solvent is C(C)O (ethanol), O (water). Conditions: temperature 80 celsius. Yields the product C(C)OC(=O)C1=C(OC=2C=C3C(=CC2C1C1=CC(=C(C(=C1)F)F)F)OCO3)N (6-Amino-8-(3,4,5-trifluoro-phenyl)-8H-[1,3]dioxolo[4,5-g]chromene-7-carboxylic acid ethyl ester). As a reaction SMILES: [CH2:1]1[O:9][C:8]2[CH:7]=[CH:6][C:5]([OH:10])=[CH:4][C:3]=2[O:2]1.[F:11][C:12]1[CH:13]=[C:14]([CH:17]=[C:18]([F:21])[C:19]=1[F:20])[CH:15]=O.[C:22]([CH2:24][C:25]([O:27][CH2:28][CH3:29])=[O:26])#[N:23].N1CCCCC1>C(O)C.O>[CH2:28]([O:27][C:25]([C:24]1[CH:15]([C:14]2[CH:13]=[C:12]([F:11])[C:19]([F:20])=[C:18]([F:21])[CH:17]=2)[C:6]2[CH:7]=[C:8]3[O:9][CH2:1][O:2][C:3]3=[CH:4][C:5]=2[O:10][C:22]=1[NH2:23])=[O:26])[CH3:29]. Procedure details: 3,4-Methylenedioxyphenol (166 mg, 1.2 mmol), 3,4,5-trifluorobenzaldehyde (160 mg, 1 mmol) and ethyl cyanoacetate (113 mg, 1 mmol) were taken in 7 ml ethanol at room temperature, charged with piperidine (50 μL) and then stirred at 80° C. under LC-MS control till the reaction was complete. The reaction mixture was cooled down to room temperature, diluted with water to about 15 ml, stirred for 1 h, solids were collected by filtration, washed with 60% aq. ethanol and dried (280 mg, 0.71 mmol, 71%).